Dataset: the Open Reaction Database (ORD), a public repository of structured organic reaction records. Task: describe an organic reaction: reactants, conditions, products, and yield The reactants are N=1CCN2C1C=CC=C2 (2,3-dihydroimidazo[1,2-a]pyridine), C(C)#N (acetonitrile), BrCC1=CC=CC=C1 (α-bromotoluene). Run in C(C)OCC (diethyl ether). The product is [Br-].C(C1=CC=CC=C1)[NH+]1CCN2C1=CC=CC2 (1-benzyl-2,3-dihydro-1H-imidazo[1,2-a]pyridinium bromide). RXN SMILES: [N:1]1[CH2:2][CH2:3][N:4]2[CH:9]=[CH:8][CH:7]=[CH:6][C:5]=12.C(#N)C.[Br:13][CH2:14][C:15]1[CH:20]=[CH:19][CH:18]=[CH:17][CH:16]=1>C(OCC)C>[Br-:13].[CH2:14]([NH+:1]1[C:5]2=[CH:6][CH:7]=[CH:8][CH2:9][N:4]2[CH2:3][CH2:2]1)[C:15]1[CH:20]=[CH:19][CH:18]=[CH:17][CH:16]=1 |f:4.5|. Reported procedure: To 2.0 g. of 2,3-dihydroimidazo[1,2-a]pyridine in 40 ml. of dry acetonitrile is added 3.42 g. of α-bromotoluene and the resulting mixture heated to reflux overnight. The solution is cooled to room temperature and treated with 30 ml. of diethyl ether. The precipitated solid is filtered and recrystallized from acetonitrile, 1.64 g., m.p. 143°-145° C.